Dataset: the Open Reaction Database (ORD), a public repository of structured organic reaction records. Task: describe an organic reaction: reactants, conditions, products, and yield Reactants: C(C)(=O)C=1C=CC(=C(C1)C=CC(=O)O)OC (3-(5-acetyl-2-methoxyphenyl)-prop-2-ene-oic acid), C(C1=CC=CC=C1)=O (benzaldehyde). Solvent: [OH-].[Na+] (sodium hydroxide). The product is C(C=CC1=CC=CC=C1)(=O)C=1C=CC(=C(C1)C=CC(=O)O)OC (3-(5-cinnamoyl-2-methoxyphenyl)-prop-2-ene oic acid). As a reaction SMILES: [C:1]([C:4]1[CH:5]=[CH:6][C:7]([O:15][CH3:16])=[C:8]([CH:10]=[CH:11][C:12]([OH:14])=[O:13])[CH:9]=1)(=[O:3])[CH3:2].[CH:17](=O)[C:18]1[CH:23]=[CH:22][CH:21]=[CH:20][CH:19]=1>[OH-].[Na+]>[C:1]([C:4]1[CH:5]=[CH:6][C:7]([O:15][CH3:16])=[C:8]([CH:10]=[CH:11][C:12]([OH:14])=[O:13])[CH:9]=1)(=[O:3])[CH:2]=[CH:17][C:18]1[CH:23]=[CH:22][CH:21]=[CH:20][CH:19]=1 |f:2.3|. Procedure: Using 10 g (0.045 mole) of the acid obtained in step (c), 80 ml of 20% sodium hydroxide and 5 g (0.045 mole) of benzaldehyde and according to a modus operandi similar to the one described in step (c) of preparation I, 11.5 g of the desired pure product are obtained, m.p.=204° C. Reactants: Cc1ccc2[nH]c3c(c2c1)CN(C)CC3, CN1CCCC1=O, C=Cc1ccc(C2CC2)nc1, [K+], [OH-]. The product is Cc1ccc2c(c1)c1c(n2CCc2ccc(C3CC3)nc2)CCN(C)C1. As a reaction SMILES: [CH3:1][N:2]1[CH2:3][c:4]2[c:5]([nH:6][c:7]3[cH:8][cH:9][c:10]([CH3:13])[cH:11][c:12]23)[CH2:14][CH2:15]1.[CH3:29][N:30]1[CH2:31][CH2:32][CH2:33][C:34]1=[O:35].[CH:16]1([c:19]2[n:20][cH:21][c:22]([CH:25]=[CH2:26])[cH:23][cH:24]2)[CH2:17][CH2:18]1.[K+:28].[OH-:27]>>[CH3:1][N:2]1[CH2:3][c:4]2[c:5]([n:6]([CH2:26][CH2:25][c:22]3[cH:21][n:20][c:19]([CH:16]4[CH2:17][CH2:18]4)[cH:24][cH:23]3)[c:7]3[cH:8][cH:9][c:10]([CH3:13])[cH:11][c:12]23)[CH2:14][CH2:15]1. Reactants: Cl[Sn](CCCC)(CCCC)CCCC (chlorotributyltin), C[Si](C)(C)C1(C=CC=C1)[Si](C)(C)C (Bis(trimethylsilyl)cyclopentadiene), C[Si](C)(C)C1(C=CC=C1)[Si](C)(C)C (Bis(trimethylsilyl)cyclopentadiene), solution, C(CCC)[Li] (butyllithium), CCCCCC (hexane), solution, C(CCC)[Li] (butyllithium), CCCCCC (hexane), ClP(C)C (chlorodimethylphosphine). Solvent: CCOCC (ether). Conditions: temperature -20 celsius, time 1 hour. Product: CP(C)C1=C(C(C2=CC=CC=C12)[Sn](CCCC)(CCCC)CCCC)C (Dimethylphosphinotributylstannyl-2-methylindene). The yield is 98.0%. RXN SMILES: C[Si]([C:5]1([Si](C)(C)C)[CH:9]=[CH:8][CH:7]=[CH:6]1)(C)C.[CH2:14]([Li])[CH2:15][CH2:16][CH3:17].[CH3:19]CCCCC.Cl[P:26]([CH3:28])[CH3:27].Cl[Sn:30]([CH2:39][CH2:40][CH2:41][CH3:42])([CH2:35][CH2:36][CH2:37][CH3:38])[CH2:31][CH2:32][CH2:33][CH3:34]>CCOCC>[CH3:27][P:26]([C:7]1[C:8]2[C:9](=[CH:14][CH:15]=[CH:16][CH:17]=2)[CH:5]([Sn:30]([CH2:39][CH2:40][CH2:41][CH3:42])([CH2:35][CH2:36][CH2:37][CH3:38])[CH2:31][CH2:32][CH2:33][CH3:34])[C:6]=1[CH3:19])[CH3:28]. Procedure details: 100 ml of ether were placed in a round-bottomed flask containing 6.76 a (0.052 moles) of 2-methylindene (compound 1); the solution was cooled to −20° C. 21 ml of a 2.5 molar solution of butyllithium in hexane (0.052 moles) were added over 5 min to form a yellow solution. After removal of the cooling bath, the solution was heated to room temperature and subsequently stirred for 1 hour. After cooling of the reaction mixture to −20° C., 5.0 g (0.052 moles) of chlorodimethylphosphine were added over... Starting materials: CC1(C)OC(=O)CC(=O)O1, CCO, CCOC(OCC)OCC, N#Cc1ccc(N)cc1. The product is CC1(C)OC(=O)C(=CNc2ccc(C#N)cc2)C(=O)O1. Reaction SMILES: [CH3:10][C:11]1([CH3:19])[O:12][C:13](=[O:18])[CH2:14][C:15](=[O:17])[O:16]1.[CH3:30][CH2:31][OH:32].[CH:20]([O:21][CH2:22][CH3:23])([O:24][CH2:25][CH3:26])[O:27][CH2:28][CH3:29].[NH2:1][c:2]1[cH:3][cH:4][c:5]([C:6]#[N:7])[cH:8][cH:9]1>>[NH:1]([c:2]1[cH:3][cH:4][c:5]([C:6]#[N:7])[cH:8][cH:9]1)[CH:20]=[C:14]1[C:13](=[O:18])[O:12][C:11]([CH3:10])([CH3:19])[O:16][C:15]1=[O:17]. Reactants: C1CCNCC1, Cc1oc(-c2ccccc2)nc1CCc1ccc(C=CC=CC=O)cc1, CC(=O)O, O=C1COC(=O)N1. Product: Cc1oc(-c2ccccc2)nc1CCc1ccc(C=CC=CC=C2OC(=O)NC2=O)cc1. Reaction SMILES: [CH2:34]1[CH2:35][CH2:36][NH:37][CH2:38][CH2:39]1.[CH3:1][c:2]1[c:3]([CH2:13][CH2:14][c:15]2[cH:16][cH:17][c:18]([CH:21]=[CH:22][CH:23]=[CH:24][CH:25]=[O:26])[cH:19][cH:20]2)[n:4][c:5](-[c:7]2[cH:8][cH:9][cH:10][cH:11][cH:12]2)[o:6]1.[CH3:40][C:41](=[O:42])[OH:43].[O:27]1[C:28](=[O:33])[NH:29][C:30](=[O:32])[CH2:31]1>>[CH3:1][c:2]1[c:3]([CH2:13][CH2:14][c:15]2[cH:16][cH:17][c:18]([CH:21]=[CH:22][CH:23]=[CH:24][CH:25]=[C:31]3[O:27][C:28](=[O:33])[NH:29][C:30]3=[O:32])[cH:19][cH:20]2)[n:4][c:5](-[c:7]2[cH:8][cH:9][cH:10][cH:11][cH:12]2)[o:6]1.